This data is from the Open Reaction Database (ORD), a public repository of structured organic reaction records. The task is: describe an organic reaction: reactants, conditions, products, and yield Starting materials: C(C1=CC=CC=C1)=O (benzaldehyde). The solvent is C1(=CC=CC=C1)C (toluene). The product is C(CCCCC)O (1-hexanol), 2, C(CCCCC)(=O)OCCCCCC (hexyl hexanoate). Isolated yield 60.0%. Reaction SMILES: [CH:1](=[O:8])[C:2]1[CH:7]=[CH:6][CH:5]=[CH:4][CH:3]=1>C1(C)C=CC=CC=1>[CH2:1]([OH:8])[CH2:2][CH2:3][CH2:4][CH2:5][CH3:6].[C:1]([O:8][CH2:1][CH2:2][CH2:7][CH2:6][CH2:5][CH3:4])(=[O:8])[CH2:2][CH2:3][CH2:4][CH2:5][CH3:6]. Procedure: When a toluene solution of benzyl alcohol and 0.1% complex 2′ was refluxed for 24 hrs in an open system, benzyl benzoate was formed in 70% yield, accompanied by a small amount of benzaldehyde (4%) (Table 24, entry 1). Refluxing 1-hexanol with 0.1% 2 in toluene (115° C.) or neat (157° C.) for 24 hrs resulted in formation of 60-70% of hexyl hexanoate, accompanied by 2.5-10% hexanal (Table 24, entries 2 and 3). Complex 6′ was slightly less catalytically active than 2 (Table 24, entry 7). The PNN co... The reactants are O[C@@H](CCOC1=NC(=NC2=CC=CC=C12)N1CCNCC1)CO (4-[(3S)-(3,4-dihydroxybutan-1-yl)oxy]-2-(1-piperazinyl)quinazoline), Cl.CO (HCl methanol). The solvent is CO (methanol). The product is Cl.O[C@@H](CCOC1=NC(=NC2=CC=CC=C12)N1CCNCC1)CO (4-[(3S)-(3,4-dihydroxybutan-1-yl)oxy]-2-(1-piperazinyl)quinazoline monohydrochloride). RXN SMILES: [OH:1][C@H:2]([CH2:22][OH:23])[CH2:3][CH2:4][O:5][C:6]1[C:15]2[C:10](=[CH:11][CH:12]=[CH:13][CH:14]=2)[N:9]=[C:8]([N:16]2[CH2:21][CH2:20][NH:19][CH2:18][CH2:17]2)[N:7]=1.[ClH:24].CO>CO>[ClH:24].[OH:1][C@H:2]([CH2:22][OH:23])[CH2:3][CH2:4][O:5][C:6]1[C:15]2[C:10](=[CH:11][CH:12]=[CH:13][CH:14]=2)[N:9]=[C:8]([N:16]2[CH2:17][CH2:18][NH:19][CH2:20][CH2:21]2)[N:7]=1 |f:1.2,4.5|. Procedure: To a solution of 4-[(3S)-(3,4-dihydroxybutan-1-yl)oxy]-2-(1-piperazinyl)quinazoline (cf. Example 57) (1.00 g) in methanol (20 ml) is added 2N HCl-methanol (1.89 ml), and the mixture is evaporated to dryness under reduced pressure. The resulting residue is washed with acetone and recrystallized from methanol-acetone to give 4-[(3S)-(3,4-dihydroxybutan-1-yl)oxy]-2-(1-piperazinyl)quinazoline monohydrochloride (697 mg) as crystals. The reactants are [Al+3], CCOCC, CCOC(=O)COc1ccc(CCC2Cc3ccc(OC)cc3O2)cc1, [H-], [H-], [H-], [H-], [Li+]. The product is COc1ccc2c(c1)OC(CCc1ccc(OCCO)cc1)C2. Reaction SMILES: [Al+3:2].[CH3:33][CH2:34][O:35][CH2:36][CH3:37].[CH3:7][O:8][c:9]1[cH:10][c:11]2[c:12]([cH:31][cH:32]1)[CH2:13][CH:14]([CH2:16][CH2:17][c:18]1[cH:19][cH:20][c:21]([O:22][CH2:23][C:24](=[O:25])[O:26][CH2:27][CH3:28])[cH:29][cH:30]1)[O:15]2.[H-:1].[H-:4].[H-:5].[H-:6].[Li+:3]>>[CH3:7][O:8][c:9]1[cH:10][c:11]2[c:12]([cH:31][cH:32]1)[CH2:13][CH:14]([CH2:16][CH2:17][c:18]1[cH:19][cH:20][c:21]([O:22][CH2:23][CH2:24][OH:25])[cH:29][cH:30]1)[O:15]2. Reactants: C[N+](=O)[O-] (CH3NO2), [Cl-].[Cl-].[Cl-].[Al+3] (aluminum trichloride), FC1=C(C(=O)NC=2C=C3C(=NC2)NC=C3)C(=CC=C1NS(=O)(=O)CCC)F (2,6-difluoro-3-(propylsulfonamido)-N-(1H-pyrrolo[2,3-b]pyridin-5-yl)benzamide), C(C)(=O)Cl (Acetyl chloride). The solvent is C(Cl)Cl (DCM). Reaction conditions: temperature 0 celsius, time 40 minute. Product: C(C)(=O)C1=CNC2=NC=C(C=C21)NC(C2=C(C(=CC=C2F)NS(=O)(=O)CCC)F)=O (N-(3-acetyl-1H-pyrrolo[2,3-b]pyridin-5-yl)-2,6-difluoro-3-(propylsulfonamido)benzamide). Yield: 64.0%. RXN SMILES: [Cl-].[Cl-].[Cl-].[Al+3].[F:5][C:6]1[C:23]([NH:24][S:25]([CH2:28][CH2:29][CH3:30])(=[O:27])=[O:26])=[CH:22][CH:21]=[C:20]([F:31])[C:7]=1[C:8]([NH:10][C:11]1[CH:12]=[C:13]2[CH:19]=[CH:18][NH:17][C:14]2=[N:15][CH:16]=1)=[O:9].[C:32](Cl)(=[O:34])[CH3:33].C[N+]([O-])=O>C(Cl)Cl>[C:32]([C:19]1[C:13]2[C:14](=[N:15][CH:16]=[C:11]([NH:10][C:8](=[O:9])[C:7]3[C:20]([F:31])=[CH:21][CH:22]=[C:23]([NH:24][S:25]([CH2:28][CH2:29][CH3:30])(=[O:27])=[O:26])[C:6]=3[F:5])[CH:12]=2)[NH:17][CH:18]=1)(=[O:34])[CH3:33] |f:0.1.2.3|. Procedure details: A slurry of aluminum trichloride (0.270 g, 2.03 mmol) was added to a slurry of 2,6-difluoro-3-(propylsulfonamido)-N-(1H-pyrrolo[2,3-b]pyridin-5-yl)benzamide (0.100 g, 0.254 mmol) in DCM (0.7 mL) at 0° C., and the reaction mixture was allowed to stir at 0° C. for 40 minutes. Acetyl chloride (0.0271 mL, 0.380 mmol) was added, and the mixture was allowed warm to room temperature overnight. CH3NO2 (200 μL) was added, and the reaction mixture was sonicated for 2 minutes, and allowed to stir at room t... Reactants: N(=C=O)CCC[Si](OCC)(OCC)OCC (3-isocyanatopropyltriethoxysilane), CN(CCCN)C (N,N-dimethyl-1,3-propanediamine). The product is CN(CCCNC(=O)NCCC[Si](OCC)(OCC)OCC)C (N-(3-Dimethylaminopropyl)-N'-(3-Triethoxysilylpropyl)Urea). RXN SMILES: [N:1]([CH2:4][CH2:5][CH2:6][Si:7]([O:14][CH2:15][CH3:16])([O:11][CH2:12][CH3:13])[O:8][CH2:9][CH3:10])=[C:2]=[O:3].[CH3:17][N:18]([CH3:23])[CH2:19][CH2:20][CH2:21][NH2:22]>>[CH3:17][N:18]([CH3:23])[CH2:19][CH2:20][CH2:21][NH:22][C:2]([NH:1][CH2:4][CH2:5][CH2:6][Si:7]([O:14][CH2:15][CH3:16])([O:8][CH2:9][CH3:10])[O:11][CH2:12][CH3:13])=[O:3]. Reported procedure: To a stirred solution of 3-isocyanatopropyltriethoxysilane (74 g; 0.31 mole) was slowly added 30 g (0.30 mole) of N,N-dimethyl-1,3-propanediamine. There was a significant exotherm. The product was purified by strip distillation at 205° C. (0.1 torr). NMR (CDCl3) 0.40-0.9 (m; 2H), 1.22 (t; 9H), 1.4-1.9 (m; 4H), 2.21 (s; 6H), 2.33 (t; 2H), 2.9-3.4 (m; 4H), 3.81 (q; 6H), 5.8 (b, 2H) ppm. IR (neat film) 3340, 2980, 2940, 1635, 1575, 1105, 1080, 960, 780 cm-1. Reactants: O=C(NC(=O)N1C(=O)Cc2ccccc21)c1ccccc1, CN(C)c1ccncc1, CN(C)C=O, Cl, O, O=C(Cl)c1ccco1. Yields the product O=C(NC(=O)N1C(=O)C(C(=O)c2ccco2)c2ccccc21)c1ccccc1. Reaction SMILES: [C:1]([c:2]1[cH:3][cH:4][cH:5][cH:6][cH:7]1)(=[O:8])[NH:9][C:10](=[O:11])[N:12]1[C:13](=[O:21])[CH2:14][c:15]2[cH:16][cH:17][cH:18][cH:19][c:20]21.[CH3:32][N:33]([c:34]1[cH:35][cH:36][n:37][cH:38][cH:39]1)[CH3:40].[CH3:41][N:42]([CH3:43])[CH:44]=[O:45].[ClH:31].[OH2:30].[o:22]1[c:23]([C:27](=[O:28])[Cl:29])[cH:24][cH:25][cH:26]1>>[C:1]([c:2]1[cH:3][cH:4][cH:5][cH:6][cH:7]1)(=[O:8])[NH:9][C:10](=[O:11])[N:12]1[C:13](=[O:21])[CH:14]([C:27]([c:23]2[o:22][cH:26][cH:25][cH:24]2)=[O:28])[c:15]2[cH:16][cH:17][cH:18][cH:19][c:20]21.